This data is from the Open Reaction Database (ORD), a public repository of structured organic reaction records. The task is: describe an organic reaction: reactants, conditions, products, and yield Starting materials: C(C1=CC=CC=C1)OCC(CCOS(=O)(=O)C)(F)F (1-benzyloxy-2,2-difluoro-4-methanesulfonyloxybutane), C1(C=2C(C(N1)=O)=CC=CC2)=O.[K] (potassium phthalimide). The solvent is CN(C)C=O (DMF). Run at temperature 100 celsius. Product: C(C1=CC=CC=C1)OCC(CCN1C(C=2C(C1=O)=CC=CC2)=O)(F)F (N-(4-benzyloxy-3,3-difluorobutyl)-phthalimide). RXN SMILES: [CH2:1]([O:8][CH2:9][C:10]([F:19])([F:18])[CH2:11][CH2:12]OS(C)(=O)=O)[C:2]1[CH:7]=[CH:6][CH:5]=[CH:4][CH:3]=1.[C:20]1(=[O:30])[NH:24][C:23](=[O:25])[C:22]2=[CH:26][CH:27]=[CH:28][CH:29]=[C:21]12.[K]>CN(C=O)C>[CH2:1]([O:8][CH2:9][C:10]([F:19])([F:18])[CH2:11][CH2:12][N:24]1[C:23](=[O:25])[C:22]2=[CH:26][CH:27]=[CH:28][CH:29]=[C:21]2[C:20]1=[O:30])[C:2]1[CH:7]=[CH:6][CH:5]=[CH:4][CH:3]=1 |f:1.2,^1:30|. Procedure details: A mixture of 1-benzyloxy-2,2-difluoro-4-methanesulfonyloxybutane (63.44 g, 0.216 moles), potassium phthalimide (44 g, 0.238 moles) and dry DMF (500 mL), distilled from CaH2) is stirred and heated at 100° C. After a short time the mixture solidifies, and an additional dry DMF (500 mL) is added. Upon heating at 90°-100° C. for another 20 hours, salts are removed by filtration, and the DMF is distilled under vacuum (oil pump). The residue is dissolved in CH2Cl2 (800 mL) and washed with 1N KOH (twic... The reactants are [H-].[Na+] (Sodium hydride), NC1=C(C(=O)N(C)OC)C=CC=C1 (2-amino-N-methoxy-N-methylbenzamide), ClC1=C(C=NC(=C1)Cl)C#N (4,6-dichloropyridine-3-carbonitrile). Solvent: CCOC(=O)C (EtOAc), C1CCOC1 (THF). Conditions: temperature 0 celsius, time 20 minute. Yields the product ClC1=NC=C(C(=C1)NC1=C(C(=O)N(C)OC)C=CC=C1)C#N (2-[(2-chloro-5-cyanopyridin-4-yl)amino]-N-methoxy-N-methylbenzamide). Yield: 34.2%. RXN SMILES: [H-].[Na+].[NH2:3][C:4]1[CH:15]=[CH:14][CH:13]=[CH:12][C:5]=1[C:6]([N:8]([O:10][CH3:11])[CH3:9])=[O:7].Cl[C:17]1[CH:22]=[C:21]([Cl:23])[N:20]=[CH:19][C:18]=1[C:24]#[N:25]>C1COCC1.CCOC(C)=O>[Cl:23][C:21]1[CH:22]=[C:17]([NH:3][C:4]2[CH:15]=[CH:14][CH:13]=[CH:12][C:5]=2[C:6]([N:8]([O:10][CH3:11])[CH3:9])=[O:7])[C:18]([C:24]#[N:25])=[CH:19][N:20]=1 |f:0.1|. Procedure: Sodium hydride (0.888 g, 22.20 mmol) was added portionwise to a mixture of 2-amino-N-methoxy-N-methylbenzamide (1.00 g, 5.55 mmol), in THF (30 mL) cooled to 0° C. under an atmosphere of nitrogen. The resulting suspension was stirred at room temperature for 20 minutes and then 4,6-dichloropyridine-3-carbonitrile (0.960 g, 5.55 mmol) was added portionwise and the mixture heated overnight at 60° C. The mixture was allowed to cool to room temperature and then diluted with EtOAc (50 mL). The mixture ... The reactants are NC1=C(C(=O)NCC2CCN(CC2)C(C2=CC=CC=C2)C2=CC=CC=C2)C=CC(=C1)Cl (2-amino-4-chloro-N-[(1-diphenylmethylpiperidin-4-yl)methyl]benzamide), C(CCC)N=C=O (n-butylisocyanate). Product: C(CCC)NC(NC1=C(C(=O)NCC2CCN(CC2)C(C2=CC=CC=C2)C2=CC=CC=C2)C=CC(=C1)Cl)=O (2-(N'-n-Butylureido)-4-chloro-N-[(1-diphenylmethylpiperidin-4-yl)methyl]-benzamide). Reaction SMILES: [NH2:1][C:2]1[CH:30]=[C:29]([Cl:31])[CH:28]=[CH:27][C:3]=1[C:4]([NH:6][CH2:7][CH:8]1[CH2:13][CH2:12][N:11]([CH:14]([C:21]2[CH:26]=[CH:25][CH:24]=[CH:23][CH:22]=2)[C:15]2[CH:20]=[CH:19][CH:18]=[CH:17][CH:16]=2)[CH2:10][CH2:9]1)=[O:5].[CH2:32]([N:36]=[C:37]=[O:38])[CH2:33][CH2:34][CH3:35]>>[CH2:32]([NH:36][C:37](=[O:38])[NH:1][C:2]1[CH:30]=[C:29]([Cl:31])[CH:28]=[CH:27][C:3]=1[C:4]([NH:6][CH2:7][CH:8]1[CH2:9][CH2:10][N:11]([CH:14]([C:15]2[CH:20]=[CH:19][CH:18]=[CH:17][CH:16]=2)[C:21]2[CH:26]=[CH:25][CH:24]=[CH:23][CH:22]=2)[CH2:12][CH2:13]1)=[O:5])[CH2:33][CH2:34][CH3:35]. Procedure details: {2-amino-4-chloro-N-[(1-diphenylmethylpiperidin-4-yl)methyl]benzamide and n-butylisocyanate}: mp 195°-197° C.; 1H NMR (CDCl3)ppm: 0.93 (3H, t), 1.30-1.90 (11H, m), 2.91 (2H, m), 3.24 (2H, td), 3.31 (2H, dd), 4.25 (1H, s), 4.67 (1H, bs), 6.36 (1H, bs), 6.87 (1H, dd), 7.14-7.41 (11H, m), 8.51 (1H, d), 10.38 (1H, s).